This data is from the Open Reaction Database (ORD), a public repository of structured organic reaction records. The task is: describe an organic reaction: reactants, conditions, products, and yield The reactants are O=C(O)c1ccc(B(O)O)cc1, CCO, Cc1ccccc1, CCOC(C)=O, Nc1cc(Cl)nc(N)n1, [Na+], [Na+], O=C([O-])[O-], O, Cl[Pd]Cl, c1ccc(P(c2ccccc2)c2ccccc2)cc1, c1ccc(P(c2ccccc2)c2ccccc2)cc1. The product is Cl, Nc1cc(-c2ccc(C(=O)O)cc2)nc(N)n1. Reaction SMILES: [C:10](=[O:11])([OH:12])[c:13]1[cH:14][cH:15][c:16]([B:19]([OH:20])[OH:21])[cH:17][cH:18]1.[CH3:22][CH2:23][OH:24].[CH3:31][c:32]1[cH:33][cH:34][cH:35][cH:36][cH:37]1.[CH3:80][CH2:81][O:82][C:83](=[O:84])[CH3:85].[Cl:1][c:2]1[cH:3][c:4]([NH2:9])[n:5][c:6]([NH2:8])[n:7]1.[Na+:25].[Na+:26].[O-:27][C:28](=[O:29])[O-:30].[OH2:79].[Pd:38]([Cl:39])[Cl:40].[c:41]1([P:42]([c:43]2[cH:44][cH:45][cH:46][cH:47][cH:48]2)[c:49]2[cH:50][cH:51][cH:52][cH:53][cH:54]2)[cH:55][cH:56][cH:57][cH:58][cH:59]1.[c:60]1([P:61]([c:62]2[cH:63][cH:64][cH:65][cH:66][cH:67]2)[c:68]2[cH:69][cH:70][cH:71][cH:72][cH:73]2)[cH:74][cH:75][cH:76][cH:77][cH:78]1>>[ClH:1].[c:2]1(-[c:16]2[cH:15][cH:14][c:13]([C:10](=[O:11])[OH:12])[cH:18][cH:17]2)[cH:3][c:4]([NH2:9])[n:5][c:6]([NH2:8])[n:7]1. Starting materials: solid, BrC1=CC(=CC=2C(=C3N(C12)CCCNC3=O)C)Cl (7-bromo-9-chloro-11-methyl-2,3,4,5-tetrahydro-[1,4]diazepino[1,2-a]indol-1-one), BrC1=CC(=CC=2C(=C3N(C12)CCCNC3=O)C)Cl (7-bromo-9-chloro-11-methyl-2,3,4,5-tetrahydro-[1,4]diazepino[1,2-a]indol-1-one), COC1=CC=C(C=C1)B(O)O (4-methoxy-phenylboronic acid). The product is ClC1=CC=2C(=C3N(C2C(=C1)C1=CC=C(C=C1)OC)CCCNC3=O)C (9-Chloro-7-(4-methoxy-phenyl)-11-methyl-2,3,4,5-tetrahydro-[1,4]diazepino[1,2-a]indol-1-one). Reaction SMILES: Br[C:2]1[C:10]2[N:9]3[CH2:11][CH2:12][CH2:13][NH:14][C:15](=[O:16])[C:8]3=[C:7]([CH3:17])[C:6]=2[CH:5]=[C:4]([Cl:18])[CH:3]=1.[CH3:19][O:20][C:21]1[CH:26]=[CH:25][C:24](B(O)O)=[CH:23][CH:22]=1>>[Cl:18][C:4]1[CH:3]=[C:2]([C:24]2[CH:25]=[CH:26][C:21]([O:20][CH3:19])=[CH:22][CH:23]=2)[C:10]2[N:9]3[CH2:11][CH2:12][CH2:13][NH:14][C:15](=[O:16])[C:8]3=[C:7]([CH3:17])[C:6]=2[CH:5]=1. Procedure: The title compound, off-white solid (81 mg, 91%), MS (ISP) m/z=355.4 [(M+H)+], mp 240.5° C., was prepared in accordance with the general method of example 1 from 7-bromo-9-chloro-11-methyl-2,3,4,5-tetrahydro-[1,4]diazepino[1,2-a]indol-1-one (intermediate 13) (81.9 mg, 0.25 mmol) and commercially available 4-methoxy-phenylboronic acid (49.4 mg, 0.325 mmol). Starting materials: [OH-].[K+] (KOH), COC(=O)C1(CCN(CC1)C(=O)OC(C)(C)C)C1=NC=NC2=CC(=CC=C12)Cl (4-(7-chloro-quinazolin-4-yl)-piperidine-1,4-dicarboxylic acid 1-tert-butyl ester 4-methyl ester), OCCCN1CCCCC1 (3-hydroxypropylpiperidine). Run in O (water). Run at temperature 100 celsius, time 3 hour. Product: N1CCC(CC1)C1=NC=NC2=CC(=CC=C12)OCCCN1CCCCC1 (4-piperidin-4-yl-7-(3-piperidin-1-yl-propoxy)-quinazoline). Reaction SMILES: [OH-].[K+].COC([C:7]1([C:20]2[C:29]3[C:24](=[CH:25][C:26](Cl)=[CH:27][CH:28]=3)[N:23]=[CH:22][N:21]=2)[CH2:12][CH2:11][N:10](C(OC(C)(C)C)=O)[CH2:9][CH2:8]1)=O.[OH:31][CH2:32][CH2:33][CH2:34][N:35]1[CH2:40][CH2:39][CH2:38][CH2:37][CH2:36]1>O>[NH:10]1[CH2:9][CH2:8][CH:7]([C:20]2[C:29]3[C:24](=[CH:25][C:26]([O:31][CH2:32][CH2:33][CH2:34][N:35]4[CH2:40][CH2:39][CH2:38][CH2:37][CH2:36]4)=[CH:27][CH:28]=3)[N:23]=[CH:22][N:21]=2)[CH2:12][CH2:11]1 |f:0.1|. Procedure: Solid KOH (112 mg, 2 mmol) was added to a mixture of 4-(7-chloro-quinazolin-4-yl)-piperidine-1,4-dicarboxylic acid 1-tert-butyl ester 4-methyl ester (3a; 82 mg, 0.2 mmol), prepared as described in Example 3, and 3-hydroxypropylpiperidine (0.25 mL). The mixture was stirred at 100° C. for 3 h. It was then cooled to rt and diluted with water. The mixture was extracted with DCM and the organic layer was drawn off and washed with water thrice, with brine once, then dried over anhydrous MgSO4, filtere... Starting materials: C1CCOC1, CCCC[N+](CCCC)(CCCC)CCCC, N#Cc1ccc(-c2ccccc2C=O)cn1, Cl, [F-], C[Si](C)(C)C(F)(F)F. Yields the product N#Cc1ccc(-c2ccccc2C(O)C(F)(F)F)cn1. Reaction SMILES: [CH2:44]1[O:45][CH2:46][CH2:47][CH2:48]1.[CH3:2][CH2:3][CH2:4][CH2:5][N+:6]([CH2:7][CH2:8][CH2:9][CH3:10])([CH2:11][CH2:12][CH2:13][CH3:14])[CH2:15][CH2:16][CH2:17][CH3:18].[CH:19](=[O:20])[c:21]1[c:22](-[c:27]2[cH:28][cH:29][c:30]([C:33]#[N:34])[n:31][cH:32]2)[cH:23][cH:24][cH:25][cH:26]1.[ClH:43].[F-:1].[F:35][C:36]([F:37])([F:38])[Si:39]([CH3:40])([CH3:41])[CH3:42]>>[CH:19]([OH:20])([c:21]1[c:22](-[c:27]2[cH:28][cH:29][c:30]([C:33]#[N:34])[n:31][cH:32]2)[cH:23][cH:24][cH:25][cH:26]1)[C:36]([F:35])([F:37])[F:38].